From a dataset of the Open Reaction Database (ORD), a public repository of structured organic reaction records. describe an organic reaction: reactants, conditions, products, and yield Reactants: O=C([O-])[O-], CC#CCBr, Cn1c(=O)c2[nH]cnc2n(COC(=O)C(C)(C)C)c1=O, CN(C)C=O, CCOC(C)=O, [K+], [K+]. The product is CC#CCn1cnc2c1c(=O)n(C)c(=O)n2COC(=O)C(C)(C)C. Reaction SMILES: [C:21](=[O:22])([O-:23])[O-:24].[CH2:27]([C:28]#[C:29][CH3:30])[Br:31].[CH3:1][C:2]([C:3](=[O:4])[O:5][CH2:6][n:7]1[c:8](=[O:18])[n:9]([CH3:17])[c:10](=[O:16])[c:11]2[nH:12][cH:13][n:14][c:15]12)([CH3:19])[CH3:20].[CH3:32][N:33]([CH3:34])[CH:35]=[O:36].[CH3:37][CH2:38][O:39][C:40](=[O:41])[CH3:42].[K+:25].[K+:26]>>[CH3:1][C:2]([C:3](=[O:4])[O:5][CH2:6][n:7]1[c:8](=[O:18])[n:9]([CH3:17])[c:10](=[O:16])[c:11]2[n:12]([CH2:27][C:28]#[C:29][CH3:30])[cH:13][n:14][c:15]12)([CH3:19])[CH3:20]. Reactants: Cl (hydrochloric acid), N1=CC=CC=C1 (pyridine), FC1=CC=C(OC=2C=C(CO)C=CC2)C=C1 (3-(4-fluoro-phenoxy)-benzyl alcohol), CC1(C(C1(C)C)C(=O)Cl)C (2,2,3,3-tetramethylcyclopropanecarboxylic acid chloride). Run in O (water), C1(=CC=CC=C1)C (toluene), C1(=CC=CC=C1)C (toluene). The product is FC1=CC=C(OC=2C=C(COC(=O)C3C(C3(C)C)(C)C)C=CC2)C=C1 (2,2,3,3-tetramethyl-cyclopropanecarboxylic acid 3-(4-fluorophenoxy)-benzyl ester). The yield is 81.8%. RXN SMILES: [F:1][C:2]1[CH:16]=[CH:15][C:5]([O:6][C:7]2[CH:8]=[C:9]([CH:12]=[CH:13][CH:14]=2)[CH2:10][OH:11])=[CH:4][CH:3]=1.[CH3:17][C:18]1([CH3:26])[C:20]([CH3:22])([CH3:21])[CH:19]1[C:23](Cl)=[O:24].N1C=CC=CC=1.Cl>C1(C)C=CC=CC=1.O>[F:1][C:2]1[CH:16]=[CH:15][C:5]([O:6][C:7]2[CH:8]=[C:9]([CH:12]=[CH:13][CH:14]=2)[CH2:10][O:11][C:23]([CH:19]2[C:20]([CH3:22])([CH3:21])[C:18]2([CH3:26])[CH3:17])=[O:24])=[CH:4][CH:3]=1. Reported procedure: 5.05 g (0.0232 mol) of 3-(4-fluoro-phenoxy)-benzyl alcohol and 3.72 g (0.0232 mol) of 2,2,3,3-tetramethylcyclopropanecarboxylic acid chloride were dissolved in 100 ml of anhydrous toluene, and 2.3 g of pyridine, dissolved in 50 ml of anhydrous toluene, were added dropwise at 20°-25° C., while stirring. The reaction mixture was then stirred for a further 3 hours at 25° C. It was poured into 150 ml of water, to which 10 ml of concentrated hydrochloric acid had been added, and the organic phase was...